From a dataset of the Open Reaction Database (ORD), a public repository of structured organic reaction records. describe an organic reaction: reactants, conditions, products, and yield Starting materials: OC1=CC(=C(C=C1)CO[Si](C)(C)C(C)(C)C)OC(F)(F)F (4-hydroxy-1-(tert-butyldimethylsilyloxymethyl)-2-trifluoromethoxy-benzene), C1(=CC=CC=C1)P(C1=CC=CC=C1)C1=CC=CC=C1 (triphenylphosphine), C(C)(C)(C)OC(=O)N1CCC(CC1)O (N-tert-butyloxycarbonyl-4-piperidinol), CCOC(=O)/N=N/C(=O)OCC (DEAD). Run in C1CCOC1 (THF), C1CCOC1 (THF). Run at temperature 0 celsius, time 3 hour. Yields the product C(C)(C)(C)OC(=O)N1CCC(CC1)OC1=CC(=C(C=C1)CO[Si](C)(C)C(C)(C)C)OC(F)(F)F (4-(N-tert-butyloxycarbonyl-4-piperidinyloxy)-1-(tert-butyldimethylsilyloxy-methyl)-2-trifluoromethoxybenzene). Reaction SMILES: [OH:1][C:2]1[CH:7]=[CH:6][C:5]([CH2:8][O:9][Si:10]([C:13]([CH3:16])([CH3:15])[CH3:14])([CH3:12])[CH3:11])=[C:4]([O:17][C:18]([F:21])([F:20])[F:19])[CH:3]=1.C1(P(C2C=CC=CC=2)C2C=CC=CC=2)C=CC=CC=1.[C:41]([O:45][C:46]([N:48]1[CH2:53][CH2:52][CH:51](O)[CH2:50][CH2:49]1)=[O:47])([CH3:44])([CH3:43])[CH3:42].CCOC(/N=N/C(OCC)=O)=O>C1COCC1>[C:41]([O:45][C:46]([N:48]1[CH2:53][CH2:52][CH:51]([O:1][C:2]2[CH:7]=[CH:6][C:5]([CH2:8][O:9][Si:10]([C:13]([CH3:16])([CH3:14])[CH3:15])([CH3:12])[CH3:11])=[C:4]([O:17][C:18]([F:21])([F:19])[F:20])[CH:3]=2)[CH2:50][CH2:49]1)=[O:47])([CH3:44])([CH3:42])[CH3:43]. Procedure details: To a stirred solution of 4-hydroxy-1-(tert-butyldimethylsilyloxymethyl)-2-trifluoromethoxybenzene (3.2 g, 10 mmol) from Step 4 above and triphenylphosphine (3.9 g, 15 mmol) in THF (50 mL) at 0° C. was added a solution of N-tert-butyloxycarbonyl-4-piperidinol (3.0 g, 15 mmol) and DEAD (2.6 g, 15 mmol) in THF (25 mL) dropwise over a period of 1 h. The mixture was stirred at 0° C. for 3 h and then at ambient temperature for 12 h. The solvent was removed under reduced pressure and the residue was su... Reported procedure: To a solution of 6-[{4-[(4-butylphenyl)ethynyl]benzyl}(hexyl)amino]-2,2-dimethyl-4H-1,3-benzodioxin-4-one (240 mg, 8.4 mmol) in EtOH (15 mL) and water (1 mL) was added an aqueous solution of NaOH (0.5 mL, 5N). The reaction mixture was heated under reflux for 2 hrs. Then an aqueous solution of HCl (2 mL, 5N) was added and the solvents were evaporated under reduced pressure to give a brown oil. The oil was taken up with water (10 mL) and extracted with Et2O (2×10 mL). The combined organic layers w... The solvent is CCO (EtOH), O (water), O (water). Reactants: C(CCC)C1=CC=C(C=C1)C#CC1=CC=C(CN(C2=CC3=C(OC(OC3=O)(C)C)C=C2)CCCCCC)C=C1 (6-[{4-[(4-butylphenyl)ethynyl]benzyl}(hexyl)amino]-2,2-dimethyl-4H-1,3-benzodioxin-4-one), [OH-].[Na+] (NaOH), Cl (HCl). Yield: 65.0%. Yields the product Cl.C(CCC)C1=CC=C(C=C1)C#CC1=CC=C(CN(C=2C=CC(=C(C(=O)O)C2)O)CCCCCC)C=C1 (5-[{4-[(4-butylphenyl)ethynyl]benzyl}(hexyl)amino]-2-hydroxybenzoic acid hydrochloride salt). As a reaction SMILES: [CH2:1]([C:5]1[CH:10]=[CH:9][C:8]([C:11]#[C:12][C:13]2[CH:39]=[CH:38][C:16]([CH2:17][N:18]([CH2:32][CH2:33][CH2:34][CH2:35][CH2:36][CH3:37])[C:19]3[CH:31]=[CH:30][C:22]4[O:23]C(C)(C)[O:25][C:26](=[O:27])[C:21]=4[CH:20]=3)=[CH:15][CH:14]=2)=[CH:7][CH:6]=1)[CH2:2][CH2:3][CH3:4].[OH-].[Na+].[ClH:42]>CCO.O>[ClH:42].[CH2:1]([C:5]1[CH:6]=[CH:7][C:8]([C:11]#[C:12][C:13]2[CH:39]=[CH:38][C:16]([CH2:17][N:18]([CH2:32][CH2:33][CH2:34][CH2:35][CH2:36][CH3:37])[C:19]3[CH:31]=[CH:30][C:22]([OH:23])=[C:21]([CH:20]=3)[C:26]([OH:27])=[O:25])=[CH:15][CH:14]=2)=[CH:9][CH:10]=1)[CH2:2][CH2:3][CH3:4] |f:1.2,6.7|. Yields the product COc1ccc(Nc2ncc3c(n2)-c2ccc(C(=O)NCCN)cc2NC(=O)C3)cc1OC. RXN SMILES: [C:1]([O:2][C:3](=[O:4])[NH:7][CH2:8][CH2:9][NH:10][C:11](=[O:12])[c:13]1[cH:14][cH:15][c:16]2[c:17]([cH:39]1)[NH:18][C:19](=[O:38])[CH2:20][c:21]1[c:22]-2[n:23][c:24]([NH:27][c:28]2[cH:29][c:30]([O:36][CH3:37])[c:31]([O:34][CH3:35])[cH:32][cH:33]2)[n:25][cH:26]1)([CH3:5])([CH3:6])[CH3:40].[CH3:44][OH:45].[Cl:41][CH2:42][Cl:43].[ClH:46].[O:47]1[CH2:48][CH2:49][O:50][CH2:51][CH2:52]1>>[NH2:7][CH2:8][CH2:9][NH:10][C:11](=[O:12])[c:13]1[cH:14][cH:15][c:16]2[c:17]([cH:39]1)[NH:18][C:19](=[O:38])[CH2:20][c:21]1[c:22]-2[n:23][c:24]([NH:27][c:28]2[cH:29][c:30]([O:36][CH3:37])[c:31]([O:34][CH3:35])[cH:32][cH:33]2)[n:25][cH:26]1. Starting materials: COc1ccc(Nc2ncc3c(n2)-c2ccc(C(=O)NCCNC(=O)OC(C)(C)C)cc2NC(=O)C3)cc1OC, CO, ClCCl, Cl, C1COCCO1.